Dataset: the Open Reaction Database (ORD), a public repository of structured organic reaction records. Task: describe an organic reaction: reactants, conditions, products, and yield Reactants: CN(C)CCCCl, CN(C)C=O, Cl, [H-], [Na+], O=c1[nH]ccc2ccsc12. Yields the product CN(C)CCCn1ccc2ccsc2c1=O. As a reaction SMILES: [CH3:12][N:13]([CH2:14][CH2:15][CH2:16][Cl:17])[CH3:18].[CH3:21][N:22]([CH3:23])[CH:24]=[O:25].[ClH:11].[H-:19].[Na+:20].[s:1]1[cH:2][cH:3][c:4]2[c:5]1[c:6](=[O:10])[nH:7][cH:8][cH:9]2>>[s:1]1[cH:2][cH:3][c:4]2[c:5]1[c:6](=[O:10])[n:7]([CH2:16][CH2:15][CH2:14][N:13]([CH3:12])[CH3:18])[cH:8][cH:9]2. Starting materials: NC1=CC(=C(OC2=C3C(=NC=C2)C=C(S3)C3=CCN(CC3)C(=O)OC(C)(C)C)C=C1)F (tert-butyl 4-(7-(4-amino-2-fluorophenoxy)thieno[3,2-b]pyridin-2-yl)-5,6-dihydropyridine-1(2H)-carboxylate), FC1=CC=C(C=C1)N1N=CC=C(C1=O)C(=O)O (2-(4-fluorophenyl)-3-oxo-2,3-dihydropyridazine -4-carboxylic acid), Cl.C(C)N=C=NCCCN(C)C (N1-((ethylimino)methylene)-N3,N3-dimethylpropane-1,3-diamine hydrochloride), N1(N=NC2=C1C=CC=C2)O (1H-benzo[d][1,2,3]triazol-1-ol), C(C)N(C(C)C)C(C)C (N-ethyl-N-isopropylpropan-2-amine). Run in CN(C)C=O (DMF). Conditions: time 48 hour. The product is FC1=C(OC2=C3C(=NC=C2)C=C(S3)C3=CCN(CC3)C(=O)OC(C)(C)C)C=CC(=C1)NC(=O)C=1C(N(N=CC1)C1=CC=C(C=C1)F)=O (tert-butyl 4-(7-(2-fluoro-4-(2-(4-fluorophenyl)-3-oxo-2,3-dihydropyridazine-4-carboxamido)phenoxy)thieno[3,2-b]pyridin-2-yl)-5,6-dihydropyridine-1(2H)-carboxylate). Yield: 61.0%. Reaction SMILES: [NH2:1][C:2]1[CH:30]=[CH:29][C:5]([O:6][C:7]2[CH:12]=[CH:11][N:10]=[C:9]3[CH:13]=[C:14]([C:16]4[CH2:21][CH2:20][N:19]([C:22]([O:24][C:25]([CH3:28])([CH3:27])[CH3:26])=[O:23])[CH2:18][CH:17]=4)[S:15][C:8]=23)=[C:4]([F:31])[CH:3]=1.[F:32][C:33]1[CH:38]=[CH:37][C:36]([N:39]2[C:44](=[O:45])[C:43]([C:46](O)=[O:47])=[CH:42][CH:41]=[N:40]2)=[CH:35][CH:34]=1.Cl.C(N=C=NCCCN(C)C)C.N1(O)C2C=CC=CC=2N=N1.C(N(C(C)C)C(C)C)C>CN(C=O)C>[F:31][C:4]1[CH:3]=[C:2]([NH:1][C:46]([C:43]2[C:44](=[O:45])[N:39]([C:36]3[CH:37]=[CH:38][C:33]([F:32])=[CH:34][CH:35]=3)[N:40]=[CH:41][CH:42]=2)=[O:47])[CH:30]=[CH:29][C:5]=1[O:6][C:7]1[CH:12]=[CH:11][N:10]=[C:9]2[CH:13]=[C:14]([C:16]3[CH2:21][CH2:20][N:19]([C:22]([O:24][C:25]([CH3:27])([CH3:28])[CH3:26])=[O:23])[CH2:18][CH:17]=3)[S:15][C:8]=12 |f:2.3|. Procedure details: A round-bottomed flask was charged with tert-butyl 4-(7-(4-amino-2-fluorophenoxy)thieno[3,2-b]pyridin-2-yl)-5,6-dihydropyridine-1(2H)-carboxylate (30.0 mg, 0.068 mmol), 2-(4-fluorophenyl)-3-oxo-2,3-dihydropyridazine-4-carboxylic acid (Example 104, Step C, 31.8 mg, 0.136 mmol), N1-((ethylimino)methylene)-N3,N3-dimethylpropane-1,3-diamine hydrochloride (39.1 mg, 0.204 mmol), 1H-benzo[d][1,2,3]triazol-1-ol (27.5 mg, 0.204 mmol), N-ethyl-N-isopropylpropan-2-amine (0.061 ml, 0.340 mmol) and DMF (5 mL... Reactants: ClC1=NC(=C(C(=N1)Cl)CC(=O)OCC)NCC1=CC=C(C=C1)OC (ethyl 2-(2,4-dichloro-6-(4-methoxybenzylamino)pyrimidin-5-yl)acetate), C([O-])([O-])=O.[K+].[K+] (potassium carbonate), BrCCBr (1,2-dibromoethane). Reaction conditions: temperature 80 celsius. Product: ClC=1N=C(C2=C(N1)N(C(C21CC1)=O)CC1=CC=C(C=C1)OC)Cl (2′,4′-dichloro-7′-(4-methoxybenzyl)spiro[cyclopropane-1,5′-pyrrolo[2,3-d]pyrimidin]-6′(7′H)-one). Isolated yield 82.7%. As a reaction SMILES: [Cl:1][C:2]1[N:7]=[C:6]([Cl:8])[C:5]([CH2:9][C:10]([O:12]CC)=O)=[C:4]([NH:15][CH2:16][C:17]2[CH:22]=[CH:21][C:20]([O:23][CH3:24])=[CH:19][CH:18]=2)[N:3]=1.C(=O)([O-])[O-].[K+].[K+].Br[CH2:32][CH2:33]Br>>[Cl:1][C:2]1[N:7]=[C:6]([Cl:8])[C:5]2[C:9]3([CH2:33][CH2:32]3)[C:10](=[O:12])[N:15]([CH2:16][C:17]3[CH:18]=[CH:19][C:20]([O:23][CH3:24])=[CH:21][CH:22]=3)[C:4]=2[N:3]=1 |f:1.2.3|. Reported procedure: To a solution of ethyl 2-(2,4-dichloro-6-(4-methoxybenzylamino)pyrimidin-5-yl)acetate (27.1 g, 73.2 mmol) and powder potassium carbonate (101.1 g, 732.4 mmol) in N,N-dimethyllformamide (800 mL) was added 1,2-dibromoethane (27.5 g, 146.4 mmol) dropwise under nitrogen atmosphere at 40° C. After the addition was over, the reaction mixture was heated to 80° C. for 1 h. Quenched with water, extracted with ethyl acetate, and the organic extracts were combined, washed with brine, dried over anhydrous s... The reactants are compound ( 76 ), C(C)[SiH](CC)CC (triethylsilane), B(F)(F)F.CCOCC (boron trifluoride etherate), C([C@@H]1[C@H]([C@@H]([C@H](C(=O)O1)O)O)O)O (gluconolactone), lactols, [F-].C(CCC)[N+](CCCC)(CCCC)CCCC (tetrabutylammonium fluoride). Product: C1(=CC=CC2=CC=CC=C12)CO (1-naphthalenemethanol). Reaction SMILES: [CH2:1]([OH:12])[C@H:2]1O[C:6](=O)[C@H:5](O)[C@@H:4](O)[C@@H:3]1O.C([SiH]([CH2:18][CH3:19])CC)C.B(F)(F)F.CCOCC.[F-].[CH2:30]([N+](CCCC)(CCCC)CCCC)[CH2:31][CH2:32]C>>[C:2]1([CH2:1][OH:12])[C:19]2[C:6](=[CH:30][CH:31]=[CH:32][CH:18]=2)[CH:5]=[CH:4][CH:3]=1 |f:2.3,4.5|. Procedure: As in Reaction Scheme 2, lithium-halogen exchange of compound (76), followed by addition of the resulting nascent lithiated aromatic to perbenzylated gluconolactone (2), produces a mixture of the corresponding lactols, which is reduced using triethylsilane and boron trifluoride etherate. Subsequent desilylation using tetrabutylammonium fluoride (TBAF) affords 1-naphthalenemethanol (77) in a reasonable yield for the three steps. The reactants are CCN(C(C)C)C(C)C, FC(F)(F)c1ccc(CN(CCCl)CCCl)cc1, Cl, COC(=O)C(N)CNC(=O)OC(C)(C)C. Product: COC(=O)C(CNC(=O)OC(C)(C)C)N1CCN(Cc2ccc(C(F)(F)F)cc2)CC1. RXN SMILES: [CH:35]([N:36]([CH2:37][CH3:38])[CH:39]([CH3:40])[CH3:41])([CH3:42])[CH3:43].[Cl:17][CH2:18][CH2:19][N:20]([CH2:21][c:22]1[cH:23][cH:24][c:25]([C:28]([F:29])([F:30])[F:31])[cH:26][cH:27]1)[CH2:32][CH2:33][Cl:34].[ClH:1].[NH2:2][CH:3]([C:4](=[O:5])[O:6][CH3:7])[CH2:8][NH:9][C:10](=[O:11])[O:12][C:13]([CH3:14])([CH3:15])[CH3:16]>>[N:2]1([CH:3]([C:4](=[O:5])[O:6][CH3:7])[CH2:8][NH:9][C:10](=[O:11])[O:12][C:13]([CH3:14])([CH3:15])[CH3:16])[CH2:18][CH2:19][N:20]([CH2:21][c:22]2[cH:23][cH:24][c:25]([C:28]([F:29])([F:30])[F:31])[cH:26][cH:27]2)[CH2:32][CH2:33]1. Reactants: OBO, CC(=O)[O-], CC(=O)[O-], CC#N, C1CCC(P(C2CCCCC2)C2CCCCC2)CC1, [Cs+], [F-], Fc1cccc(F)c1, COc1ccc2c(Oc3ccc(OCCN4CCCCCC4)cc3)c(OS(=O)(=O)C(F)(F)F)ccc2c1, [Pd+2]. Yields the product COc1ccc2c(Oc3ccc(OCCN4CCCCCC4)cc3)c(-c3cc(F)cc(F)c3)ccc2c1. As a reaction SMILES: [BH:40]([OH:41])[OH:42].[C:73]([O-:74])(=[O:75])[CH3:76].[C:78]([O-:79])(=[O:80])[CH3:81].[CH3:70][C:71]#[N:72].[CH:51]1([P:52]([CH:53]2[CH2:54][CH2:55][CH2:56][CH2:57][CH2:58]2)[CH:59]2[CH2:60][CH2:61][CH2:62][CH2:63][CH2:64]2)[CH2:65][CH2:66][CH2:67][CH2:68][CH2:69]1.[Cs+:39].[F-:38].[F:43][c:44]1[cH:45][c:46]([F:50])[cH:47][cH:48][cH:49]1.[N:1]1([CH2:8][CH2:9][O:10][c:11]2[cH:12][cH:13][c:14]([O:15][c:16]3[c:17]([O:28][S:29]([C:30]([F:31])([F:32])[F:33])(=[O:34])=[O:35])[cH:18][cH:19][c:20]4[cH:21][c:22]([O:26][CH3:27])[cH:23][cH:24][c:25]34)[cH:36][cH:37]2)[CH2:2][CH2:3][CH2:4][CH2:5][CH2:6][CH2:7]1.[Pd+2:77]>>[N:1]1([CH2:8][CH2:9][O:10][c:11]2[cH:12][cH:13][c:14]([O:15][c:16]3[c:17](-[c:48]4[cH:47][c:46]([F:50])[cH:45][c:44]([F:43])[cH:49]4)[cH:18][cH:19][c:20]4[cH:21][c:22]([O:26][CH3:27])[cH:23][cH:24][c:25]34)[cH:36][cH:37]2)[CH2:2][CH2:3][CH2:4][CH2:5][CH2:6][CH2:7]1.